From a dataset of the Open Reaction Database (ORD), a public repository of structured organic reaction records. describe an organic reaction: reactants, conditions, products, and yield Reactants: ClCC(=O)N[C@H](C(=O)OCC)C1=CC=C(C=C1)F (Ethyl (2S)-2-(2-chloroacetylamino)-2-(4-fluorophenyl)acetate), CC=1SC2=C(N1)C=C(C=C2)OC[C@H](CN2CCNCC2)O ((2S)-3-(2-methylbenzothiazol-5-yloxy)-1-piperazinylpropan-2-ol), C(C)(C)N(CC)C(C)C (diisopropylethylamine). The solvent is C(C)O (ethanol). The product is O[C@@H](CN1CCN(CC1)CC(=O)N[C@H](C(=O)OCC)C1=CC=C(C=C1)F)COC=1C=CC2=C(N=C(S2)C)C1 (ethyl (2S)-2-(2-{4-[(2S)-2-hydroxy-3-(2-methylbenzothiazol -5-yloxy)propyl]piperazinyl}acetylamino)-2-(4-fluorophenyl)acetate). As a reaction SMILES: Cl[CH2:2][C:3]([NH:5][C@@H:6]([C:12]1[CH:17]=[CH:16][C:15]([F:18])=[CH:14][CH:13]=1)[C:7]([O:9][CH2:10][CH3:11])=[O:8])=[O:4].[CH3:19][C:20]1[S:21][C:22]2[CH:28]=[CH:27][C:26]([O:29][CH2:30][C@@H:31]([OH:39])[CH2:32][N:33]3[CH2:38][CH2:37][NH:36][CH2:35][CH2:34]3)=[CH:25][C:23]=2[N:24]=1.C(N(C(C)C)CC)(C)C>C(O)C>[OH:39][C@H:31]([CH2:30][O:29][C:26]1[CH:27]=[CH:28][C:22]2[S:21][C:20]([CH3:19])=[N:24][C:23]=2[CH:25]=1)[CH2:32][N:33]1[CH2:34][CH2:35][N:36]([CH2:2][C:3]([NH:5][C@@H:6]([C:12]2[CH:17]=[CH:16][C:15]([F:18])=[CH:14][CH:13]=2)[C:7]([O:9][CH2:10][CH3:11])=[O:8])=[O:4])[CH2:37][CH2:38]1. Procedure details: Ethyl (2S)-2-(2-chloroacetylamino)-2-(4-fluorophenyl)acetate (400 mg, 1.46 mmol), (2S)-3-(2-methylbenzothiazol-5-yloxy)-1-piperazinylpropan-2-ol (560 mg, 1.46 mmol), and 1.26 ml diisopropylethylamine (7.3 mmol) was refluxed in ethanol for 24 hours. Solvent was removed under reduced pressure, and the residue purified by Prep TLC, to provide ethyl (2S)-2-(2-{4-[(2S)-2-hydroxy-3-(2-methylbenzothiazol -5-yloxy)propyl]piperazinyl}acetylamino)-2-(4-fluorophenyl)acetate. RXN SMILES: [C:9]([C:10]([CH3:11])([CH3:12])[CH3:13])(=[O:14])[Cl:15].[CH3:1][n:2]1[n:3][c:4]([CH3:8])[cH:5][c:6]1[NH2:7].[cH:16]1[cH:17][cH:18][n:19][cH:20][cH:21]1>>[CH3:1][n:2]1[n:3][c:4]([CH3:8])[cH:5][c:6]1[NH:7][C:9]([C:10]([CH3:11])([CH3:12])[CH3:13])=[O:14]. The reactants are CC(C)(C)C(=O)Cl, Cc1cc(N)n(C)n1, c1ccncc1. The product is Cc1cc(NC(=O)C(C)(C)C)n(C)n1. The reactants are COC(C(CC(=O)OC(C)(C)C)CC(C)C)=O (2-Isobutylsuccinic acid-4-t-butyl ester-1-methyl ester), O[Li].O (LiOH.H2O). Solvent: CC(C)O.O (IPA H2O). Product: C(C)(C)(C)OC(CC(C(=O)O)CC(C)C)=O (2-isobutyl-succinic acid-4-t-butyl ester). Yield: 76.5%. Reaction SMILES: C[O:2][C:3](=[O:17])[CH:4]([CH2:13][CH:14]([CH3:16])[CH3:15])[CH2:5][C:6]([O:8][C:9]([CH3:12])([CH3:11])[CH3:10])=[O:7].O[Li].O>CC(O)C.O>[C:9]([O:8][C:6](=[O:7])[CH2:5][CH:4]([CH2:13][CH:14]([CH3:15])[CH3:16])[C:3]([OH:17])=[O:2])([CH3:12])([CH3:11])[CH3:10] |f:1.2,3.4|. Procedure details: 2-Isobutylsuccinic acid-4-t-butyl ester-1-methyl ester (11.1 g, 45.4 mmol) and LiOH.H2O (2.0 g, 47.7 mmol) are stirred in 180 mL of 3:1 IPA/H2O at room temperature overnight. The reaction mixture is extracted with Et2O (3×25 mL). The aqueous phase is acidified to pH=4, with saturated KH2PO4 and extracted with Et2O (3×50 mL). The Et2O is dried over MgSO4, and evaporated to give 8.0 g (77% yield) of 2-isobutyl-succinic acid-4-t-butyl ester as an oil. NMR (H1, 400 MHz, CDCl3) δ 0.9 (6H, m); δ 1.3 (... Starting materials: Cl.CC1N(C(CCC1)C)CC(=O)O ((2,6-Dimethyl-piperidine-1-yl)-acetic acid hydrochloride), ON1C(CCC1=O)=O (N-hydroxysuccinimide), N,N-dicyclohexylcarbodiimide. Run in CN(C)C=O (DMF). Conditions: time 16 hour. Yields the product O=C1N(C(CC1)=O)OC(CN1C(CCCC1C)C)=O ((2,6-Dimethyl-piperidine-1-yl)-acetic acid-(2,5-dioxo-pyrrolidine-1-yl)-ester). Reaction SMILES: Cl.[CH3:2][CH:3]1[CH2:8][CH2:7][CH2:6][CH:5]([CH3:9])[N:4]1[CH2:10][C:11]([OH:13])=[O:12].O[N:15]1[C:19](=[O:20])[CH2:18][CH2:17][C:16]1=[O:21]>CN(C=O)C>[O:21]=[C:16]1[CH2:17][CH2:18][C:19](=[O:20])[N:15]1[O:12][C:11](=[O:13])[CH2:10][N:4]1[CH:3]([CH3:2])[CH2:8][CH2:7][CH2:6][CH:5]1[CH3:9] |f:0.1|. Procedure: 12.60 g (60 mMol) (2,6-Dimethyl-piperidin-1-yl)-acetic acid hydrochloride (5), in 100 ml DMF, was added to 7.02 g (60 mMol) N-hydroxysuccinimide and 12.58 g (60 mMol) N,N-dicyclohexylcarbodiimide. The reaction mixture was stirred for 16 h at RT. The residue was filtered and the filtrate was evaporated in vacuo to dryness. After dissolving the residue in 300 ml CH2Cl2, the solution was washed with NaHCO3, dried over sodium sulphate and the solvent was evaporated. The compound was then recrystalli... Reactants: ONC(=N)C=1C=CC=2C(C3=CC=CC=C3OC2C1)=C1CC2CCC(C1)N2C(C(F)(F)F)=O (N-Hydroxy-9-[8-(2,2,2-trifluoro-acetyl)-8-aza-bicyclo[3.2.1 ]oct-3-ylidene]-9H-xanthene-3-carboxamidine), C1=CN(C=N1)C(=S)N2C=CN=C2 (TCDI), C1CCOC1 (THF). Solvent: O (H2O). Reaction conditions: time 45 minute. Product: FC(C(=O)N1C2CC(CC1CC2)=C2C1=CC=CC=C1OC=1C=C(C=CC21)C2=NSC(N2)=O)(F)F (3-{9-[8-(2,2,2-Trifluoro-acetyl)-8-aza-bicyclo[3.2.1 ]oct-3-ylidene]-9H-xanthen-3-yl}-4H-[1,2,4]thiadiazol-5-one). As a reaction SMILES: O[NH:2][C:3]([C:5]1[CH:6]=[CH:7][C:8]2[C:9](=[C:19]3[CH2:25][CH:24]4[N:26]([C:27](=[O:32])[C:28]([F:31])([F:30])[F:29])[CH:21]([CH2:22][CH2:23]4)[CH2:20]3)[C:10]3[C:15]([O:16][C:17]=2[CH:18]=1)=[CH:14][CH:13]=[CH:12][CH:11]=3)=[NH:4].C1N=CN([C:38](N2C=NC=C2)=[S:39])C=1.C1C[O:48]CC1>O>[F:29][C:28]([F:31])([F:30])[C:27]([N:26]1[CH:24]2[CH2:23][CH2:22][CH:21]1[CH2:20][C:19](=[C:9]1[C:8]3[CH:7]=[CH:6][C:5]([C:3]4[NH:2][C:38](=[O:48])[S:39][N:4]=4)=[CH:18][C:17]=3[O:16][C:15]3[C:10]1=[CH:11][CH:12]=[CH:13][CH:14]=3)[CH2:25]2)=[O:32]. Procedure: A mixture of compound 6a (0.0417 g, 0.094 mmol) and TCDI (0.025 g, 0.14 mmol) in THF (2 mL) was stirred at room temperature for 45 min. The mixture was diluted with H2O (2 mL) and extracted with EtOAc (3×5 mL). The combined organic extracts were washed with H2O (15 mL), dried (MgSO4), and concentrated. The residue was dissolved in THF (2 mL). Boron trifluoride diethyl etherate was added to the solution, and the resulting mixture was stirred at room temperature for 1 h. The mixture was diluted wi... The reactants are Cc1ccc(S(=O)(=O)n2ncc3c(-c4nnc(CN5CC(C)OC(C)C5)o4)cc(Br)cc32)cc1, C1COCCO1, COc1ncc(B2OC(C)(C)C(C)(C)O2)cc1N, [K+], [K+], [K+], O, O, O=P([O-])([O-])[O-]. Yields the product COc1ncc(-c2cc(-c3nnc(CN4CC(C)OC(C)C4)o3)c3cnn(S(=O)(=O)c4ccc(C)cc4)c3c2)cc1N. Reaction SMILES: [Br:1][c:2]1[cH:3][c:4](-[c:21]2[o:22][c:23]([CH2:26][N:27]3[CH2:28][CH:29]([CH3:34])[O:30][CH:31]([CH3:33])[CH2:32]3)[n:24][n:25]2)[c:5]2[cH:6][n:7][n:8]([S:11](=[O:12])(=[O:13])[c:14]3[cH:15][cH:16][c:17]([CH3:20])[cH:18][cH:19]3)[c:9]2[cH:10]1.[CH2:62]1[O:63][CH2:64][CH2:65][O:66][CH2:67]1.[CH3:35][O:36][c:37]1[n:38][cH:39][c:40]([B:44]2[O:45][C:46]([CH3:47])([CH3:48])[C:49]([CH3:50])([CH3:51])[O:52]2)[cH:41][c:42]1[NH2:43].[K+:59].[K+:60].[K+:61].[OH2:53].[OH2:68].[P:54]([O-:55])([O-:56])([O-:57])=[O:58]>>[c:2]1(-[c:40]2[cH:39][n:38][c:37]([O:36][CH3:35])[c:42]([NH2:43])[cH:41]2)[cH:3][c:4](-[c:21]2[o:22][c:23]([CH2:26][N:27]3[CH2:28][CH:29]([CH3:34])[O:30][CH:31]([CH3:33])[CH2:32]3)[n:24][n:25]2)[c:5]2[cH:6][n:7][n:8]([S:11](=[O:12])(=[O:13])[c:14]3[cH:15][cH:16][c:17]([CH3:20])[cH:18][cH:19]3)[c:9]2[cH:10]1. Starting materials: N1C(=NC=C1)C=1C(=CC(=C(OC=2C(=NC(=NC2)N)N)C1)C(C)C)OC (5-[5-(1H-imidazol-2-yl)-2-isopropyl-4-methoxy-phenoxy]-pyrimidine-2,4-diamine), [OH-].[Na+] (sodium hydroxide). Solvent: C(C)O (ethanol). Run at temperature 110 celsius. The product is NC1=NC=C(C(=N1)N)OC=1C(=CC(=C(C(=O)N)C1)OC)C(C)C (5-(2,4-diamino-pyrimidin-5-yloxy)-4-isopropyl-2-methoxy-benzamide). Reaction SMILES: [NH:1]1C=CN=[C:2]1[C:6]1[C:7]([O:24][CH3:25])=[CH:8][C:9]([CH:21]([CH3:23])[CH3:22])=[C:10]([CH:20]=1)[O:11][C:12]1[C:13]([NH2:19])=[N:14][C:15]([NH2:18])=[N:16][CH:17]=1.[OH-:26].[Na+]>C(O)C>[NH2:18][C:15]1[N:14]=[C:13]([NH2:19])[C:12]([O:11][C:10]2[C:9]([CH:21]([CH3:23])[CH3:22])=[CH:8][C:7]([O:24][CH3:25])=[C:6]([CH:20]=2)[C:2]([NH2:1])=[O:26])=[CH:17][N:16]=1 |f:1.2|. Procedure details: To 5-(2,4-diamino-pyrimidin-5-yloxy)-4-isopropyl-2-methoxy-benzonitrile (49 mg, 0.16 mmol, from Example 15) suspended in ethanol (1 mL) was added sodium hydroxide (64 mg, 1.60 mmol, dissolved in 1 mL water). The reaction was heated at 110° C. for 5 hours, cooled, and washed with dichloromethane (25 mL). The dichloromethane layer was concentrated and purified by preparatory TLC plates (92/8/0.5 dichloromethane/methanol/ammonium hydroxide) to yield 5-(2,4-diamino-pyrimidin-5-yloxy)-4-isopropyl-2-m...